This data is from the Open Reaction Database (ORD), a public repository of structured organic reaction records. The task is: describe an organic reaction: reactants, conditions, products, and yield The reactants are ClN1C(CCC1=O)=O (N-chlorosuccinimide), FC1=C(C2=C(N(C(O2)=O)CC(=O)N)C=C1)F (2-(6,7-difluoro-2-oxo-1,3-benzoxazol-3(2H)-yl)acetamide), ClN1C(CCC1=O)=O (N-chlorosuccinimide). The solvent is S(O)(O)(=O)=O (sulfuric acid). Reaction conditions: time 2 day. Product: ClC1=CC(=C(C2=C1N(C(O2)=O)CC(=O)N)F)F (2-(4-chloro-6,7-difluoro-2-oxo-1,3-benzoxazol-3(2H)-yl)acetamide). Yield: 73.0%. As a reaction SMILES: [Cl:1]N1C(=O)CCC1=O.[F:9][C:10]1[CH:23]=[CH:22][C:13]2[N:14]([CH2:18][C:19]([NH2:21])=[O:20])[C:15](=[O:17])[O:16][C:12]=2[C:11]=1[F:24]>S(=O)(=O)(O)O>[Cl:1][C:22]1[C:13]2[N:14]([CH2:18][C:19]([NH2:21])=[O:20])[C:15](=[O:17])[O:16][C:12]=2[C:11]([F:24])=[C:10]([F:9])[CH:23]=1. Procedure details: In a three neck flask, fitted with a magnetic stirrer, under inert atmosphere, N-chlorosuccinimide (0.29 g; 2.19 mmol) is added to a suspension of 2-(6,7-difluoro-2-oxo-1,3-benzoxazol-3(2H)-yl)acetamide 18 (0.5 g, 2.19 mmol) and sulfuric acid (90% w/w, 20 ml) at 0° C. The reaction mixture is stirred at room temperature for two days and another portion of N-chlorosuccinimide (0.29 g, 2.19 mmol) is added. After 14 days at room temperature, the reaction mixture is poured carefully into ice. The pre... Reactants: resultant mixture, FCC1(OC2=C(C(=C1)C(=O)O)C=C(C=C2)[N+](=O)[O-])CF (2,2-bis(fluoromethyl)-6-nitro-2H-1-benzopyran-4-carboxylic acid), C(=O)(N1C=NC=C1)N1C=NC=C1 (1,1'-carbonyldiimidazole), CN (methylamine), C([O-])([O-])=O.[K+].[K+] (potassium carbonate). Run in O1CCCC1 (tetrahydrofuran). Conditions: time 14 hour. Yields the product FCC1(OC2=C(C(=C1)C(=O)NC)C=C(C=C2)[N+](=O)[O-])CF (2,2-bis(fluoromethyl)-N-methyl-6-nitro-2H-1-benzopyran-4-carboxamide). Yield: 15.9%. Reaction SMILES: [F:1][CH2:2][C:3]1([CH2:19][F:20])[CH:8]=[C:7]([C:9](O)=[O:10])[C:6]2[CH:12]=[C:13]([N+:16]([O-:18])=[O:17])[CH:14]=[CH:15][C:5]=2[O:4]1.[C:21](N1C=CN=C1)([N:23]1C=CN=C1)=O.CN.C(=O)([O-])[O-].[K+].[K+]>O1CCCC1>[F:1][CH2:2][C:3]1([CH2:19][F:20])[CH:8]=[C:7]([C:9]([NH:23][CH3:21])=[O:10])[C:6]2[CH:12]=[C:13]([N+:16]([O-:18])=[O:17])[CH:14]=[CH:15][C:5]=2[O:4]1 |f:3.4.5|. Procedure: To a mixture of 0.78 g of 2,2-bis(fluoromethyl)-6-nitro-2H-1-benzopyran-4-carboxylic acid and 5 ml of tetrahydrofuran was added 0.67 g of 1,1'-carbonyldiimidazole with stirring under ice-cooling and the mixture was stirred for 1 hour. Then, 6.3 ml of 40% methylamine (methanol solution) was added therein. The resultant mixture was stirred under ice-cooling for 1 hour and then at room temperature for 14 hours. An aqueous potassium carbonate solution was added therein and the mixture was extracted ... Reactants: [N+](=O)([O-])C (nitromethane), CN(C(N(C)C)=N)C (tetramethylguanidine), N1C=NC=C1 (imidazole), C[Si](C)(C)C=1NC=CN1 (trimethylsilyl-imidazole), Cl[Si](C)(C)C (chlorotrimethylsilane), CCOCC (ether). The solvent is CC(=O)C (acetone), CC(=O)C (acetone), [N+](=O)([O-])C.CC(=O)C (nitromethane acetone). Conditions: time 18 hour. Yields the product CC(C[N+](=O)[O-])(O[Si](C)(C)C)C ((1,1-dimethyl-2-nitro-ethoxy)-trimethyl-silane). Reaction SMILES: [N+:1]([CH3:4])([O-:3])=[O:2].CN(C)C(=N)N(C)C.Cl[Si:14]([CH3:17])([CH3:16])[CH3:15].N1C=CN=[CH:19]1.C[Si](C1NC=CN=1)(C)C.CC[O:34][CH2:35][CH3:36]>[N+](C)([O-])=O.CC(C)=O.CC(C)=O>[CH3:19][C:35]([CH3:36])([O:34][Si:14]([CH3:17])([CH3:16])[CH3:15])[CH2:4][N+:1]([O-:3])=[O:2] |f:6.7|. Reported procedure: To a solution of nitromethane (100 g, 1.64 mmol) and acetone (5 mL), add a catalytic amount of tetramethylguanidine. Using a syringe pump, add acetone (115 mL, 1.64 mmol) over a period of 72 h. to the stirred solution at RT. In a separate flask, combine chlorotrimethylsilane (206 mL, 1.64 mmol) and imidazole (123 g, 1.8 mmol) at 0° C. Transfer the nitromethane/acetone solution into the trimethylsilyl-imidazole mixture and allow the resulting mixture to stir 18 h at RT. Then cool the reaction to ... Reactants: c1ccc(CSc2ncnc3c(N4CCOCC4)nc(N4CCNCC4)nc23)cc1, [Cl-], c1ccncc1, O=C(O)c1cccs1. The product is O=C(c1cccs1)N1CCN(c2nc(N3CCOCC3)c3ncnc(SCc4ccccc4)c3n2)CC1. RXN SMILES: [CH2:1]([c:2]1[cH:3][cH:4][cH:5][cH:6][cH:7]1)[S:8][c:9]1[n:10][cH:11][n:12][c:13]2[c:14]1[n:15][c:16]([N:25]1[CH2:26][CH2:27][NH:28][CH2:29][CH2:30]1)[n:17][c:18]2[N:19]1[CH2:20][CH2:21][O:22][CH2:23][CH2:24]1.[Cl-:31].[cH:40]1[cH:41][cH:42][n:43][cH:44][cH:45]1.[s:32]1[c:33]([C:37](=[O:38])[OH:39])[cH:34][cH:35][cH:36]1>>[CH2:1]([c:2]1[cH:3][cH:4][cH:5][cH:6][cH:7]1)[S:8][c:9]1[n:10][cH:11][n:12][c:13]2[c:14]1[n:15][c:16]([N:25]1[CH2:26][CH2:27][N:28]([C:37]([c:33]3[s:32][cH:36][cH:35][cH:34]3)=[O:38])[CH2:29][CH2:30]1)[n:17][c:18]2[N:19]1[CH2:20][CH2:21][O:22][CH2:23][CH2:24]1.